Dataset: the Open Reaction Database (ORD), a public repository of structured organic reaction records. Task: describe an organic reaction: reactants, conditions, products, and yield Starting materials: CC(=O)NC1CCNCC1, CN(C)P(=O)(N(C)C)N(C)C, CC1CCc2c(Br)c(F)cc3c(=O)c(C(=O)O)cn1c23. Product: CC(=O)NC1CCN(c2c(F)cc3c(=O)c(C(=O)O)cn4c3c2CCC4C)CC1. RXN SMILES: [C:21]([CH3:22])(=[O:23])[NH:24][CH:25]1[CH2:26][CH2:27][NH:28][CH2:29][CH2:30]1.[CH3:31][N:32]([CH3:33])[P:34](=[O:35])([N:36]([CH3:37])[CH3:38])[N:39]([CH3:40])[CH3:41].[F:1][c:2]1[c:3]([Br:20])[c:4]2[c:13]3[n:8]([cH:9][c:10]([C:16](=[O:17])[OH:18])[c:11](=[O:15])[c:12]3[cH:14]1)[CH:7]([CH3:19])[CH2:6][CH2:5]2>>[F:1][c:2]1[c:3]([N:28]2[CH2:27][CH2:26][CH:25]([NH:24][C:21]([CH3:22])=[O:23])[CH2:30][CH2:29]2)[c:4]2[c:13]3[n:8]([cH:9][c:10]([C:16](=[O:17])[OH:18])[c:11](=[O:15])[c:12]3[cH:14]1)[CH:7]([CH3:19])[CH2:6][CH2:5]2. Starting materials: C(C)(C)(C)OC(=O)N1CC(C1)OC1=C(C=CC(=C1)Cl)OCC(=O)O (3-(2-Carboxymethoxy-5-chloro-phenoxy)-azetidine-1-carboxylic acid tert-butyl ester), CN(C)C=O (DMF), COCl2, ONC(C)=N (N-hydroxy-acetamidine), C(C)(C)N(C(C)C)CC (N,N-diisopropylethylamine). Solvent: C(Cl)Cl (CH2Cl2), C(Cl)Cl (CH2Cl2), C1CCOC1 (THF). Reaction SMILES: [C:1]([O:5][C:6]([N:8]1[CH2:11][CH:10]([O:12][C:13]2[CH:18]=[C:17]([Cl:19])[CH:16]=[CH:15][C:14]=2[O:20][CH2:21][C:22]([OH:24])=O)[CH2:9]1)=[O:7])([CH3:4])([CH3:3])[CH3:2].CN(C=O)C.O[NH:31][C:32](=[NH:34])[CH3:33].C(N(CC)C(C)C)(C)C>C(Cl)Cl.C1COCC1>[C:1]([O:5][C:6]([N:8]1[CH2:11][CH:10]([O:12][C:13]2[CH:18]=[C:17]([Cl:19])[CH:16]=[CH:15][C:14]=2[O:20][CH2:21][C:22]2[O:24][N:34]=[C:32]([CH3:33])[N:31]=2)[CH2:9]1)=[O:7])([CH3:2])([CH3:4])[CH3:3]. Conditions: temperature 155 celsius, time 2 hour. The product is C(C)(C)(C)OC(=O)N1CC(C1)OC1=C(C=CC(=C1)Cl)OCC1=NC(=NO1)C (3-[5-Chloro-2-(3-methyl-[1,2,4]oxadiazol-5-ylmethoxy)-phenoxy]-azetidine-1-carboxylic acid tert-butyl ester). Isolated yield 93.2%. Reported procedure: To the title compound of Step B (0.15 g, 0.42 mmol) in CH2Cl2 (4 mL) was added DMF (catalytic) and 2M COCl2 in CH2Cl2 (0.3 mL, 0.6 mmol). After 2 h, the reaction was concentrated and THF (2 mL) was added. This solution was added to N-hydroxy-acetamidine (0.035 g, 0.46 mmol) and N,N-diisopropylethylamine (0.065 g, 0.088 mL, 0.50 mmol) in THF (2 mL). The mixture was then heated for 20 min at 155° C. in a microwave reactor, cooled to rt and concentrated. Silica gel chromatography (5-30% EtOAc in he... The reactants are CC(C)(C)OC(=O)N(CCc1ccc(Br)cc1)CC(O)c1cccc(Cl)c1, COCCOC, CCOC(C)=O, O=Cc1ccc(B(O)O)s1, [Na+], [Na+], O=C([O-])[O-], O, c1ccc(P(c2ccccc2)(c2ccccc2)[Pd](P(c2ccccc2)(c2ccccc2)c2ccccc2)(P(c2ccccc2)(c2ccccc2)c2ccccc2)P(c2ccccc2)(c2ccccc2)c2ccccc2)cc1. As a reaction SMILES: [Br:1][c:2]1[cH:3][cH:4][c:5]([CH2:8][CH2:9][N:10]([C:11]([O:12][C:13]([CH3:14])([CH3:15])[CH3:16])=[O:17])[CH2:18][CH:19]([OH:20])[c:21]2[cH:22][c:23]([Cl:27])[cH:24][cH:25][cH:26]2)[cH:6][cH:7]1.[CH3:44][O:45][CH2:46][CH2:47][O:48][CH3:49].[CH3:50][CH2:51][O:52][C:53](=[O:54])[CH3:55].[CH:28](=[O:29])[c:30]1[cH:31][cH:32][c:33]([B:35]([OH:36])[OH:37])[s:34]1.[Na+:38].[Na+:39].[O-:40][C:41](=[O:42])[O-:43].[OH2:56].[cH:57]1[cH:58][cH:59][c:60]([P:61]([Pd:62]([P:63]([c:64]2[cH:65][cH:66][cH:67][cH:68][cH:69]2)([c:70]2[cH:71][cH:72][cH:73][cH:74][cH:75]2)[c:76]2[cH:77][cH:78][cH:79][cH:80][cH:81]2)([P:82]([c:83]2[cH:84][cH:85][cH:86][cH:87][cH:88]2)([c:89]2[cH:90][cH:91][cH:92][cH:93][cH:94]2)[c:95]2[cH:96][cH:97][cH:98][cH:99][cH:100]2)[P:101]([c:102]2[cH:103][cH:104][cH:105][cH:106][cH:107]2)([c:108]2[cH:109][cH:110][cH:111][cH:112][cH:113]2)[c:114]2[cH:115][cH:116][cH:117][cH:118][cH:119]2)([c:120]2[cH:121][cH:122][cH:123][cH:124][cH:125]2)[c:126]2[cH:127][cH:128][cH:129][cH:130][cH:131]2)[cH:132][cH:133]1>>[c:2]1(-[c:33]2[cH:32][cH:31][c:30]([CH:28]=[O:29])[s:34]2)[cH:3][cH:4][c:5]([CH2:8][CH2:9][N:10]([C:11]([O:12][C:13]([CH3:14])([CH3:15])[CH3:16])=[O:17])[CH2:18][CH:19]([OH:20])[c:21]2[cH:22][c:23]([Cl:27])[cH:24][cH:25][cH:26]2)[cH:6][cH:7]1. The product is CC(C)(C)OC(=O)N(CCc1ccc(-c2ccc(C=O)s2)cc1)CC(O)c1cccc(Cl)c1. Starting materials: O=C(NC1(CO)CCCC1)OCc1ccccc1, ClCCl, O. Yields the product COCC1(NC(=O)OCc2ccccc2)CCCC1. As a reaction SMILES: [CH2:1]([c:2]1[cH:3][cH:4][cH:5][cH:6][cH:7]1)[O:8][C:9]([NH:10][C:11]1([CH2:16][OH:17])[CH2:12][CH2:13][CH2:14][CH2:15]1)=[O:18].[Cl:20][CH2:21][Cl:22].[OH2:19]>>[CH2:1]([c:2]1[cH:3][cH:4][cH:5][cH:6][cH:7]1)[O:8][C:9]([NH:10][C:11]1([CH2:16][O:17][CH3:21])[CH2:12][CH2:13][CH2:14][CH2:15]1)=[O:18]. The reactants are C(C)OC(CC1=CC(=CC=C1)Br)=O ((3-bromo-phenyl)-acetic acid ethyl ester), CN1C(CCC1)=O (1-methyl-2-pyrrolidinone), [Cu]C#N (copper (I) cyanide). Run in CCOC(=O)C (EtOAc), [NH4+].[OH-] (NH4OH). Conditions: temperature 190 celsius, time 1 hour. Yields the product C(C)OC(CC1=CC(=CC=C1)C#N)=O ((3-cyano-phenyl)-acetic acid ethyl ester). RXN SMILES: [CH2:1]([O:3][C:4](=[O:13])[CH2:5][C:6]1[CH:11]=[CH:10][CH:9]=[C:8](Br)[CH:7]=1)[CH3:2].[CH3:14][N:15]1CCCC1=O.[Cu]C#N>CCOC(C)=O.[NH4+].[OH-]>[CH2:1]([O:3][C:4](=[O:13])[CH2:5][C:6]1[CH:11]=[CH:10][CH:9]=[C:8]([C:14]#[N:15])[CH:7]=1)[CH3:2] |f:4.5|. Procedure: To a mixture of of (3-bromo-phenyl)-acetic acid ethyl ester (15.3 g, 62.9 mmol) and 1-methyl-2-pyrrolidinone (125 mL) was added copper (I) cyanide (8.46 g, 94.4 mmol). The reaction mixture was stirred in an oil bath at 190° C. for 1 h. The reaction was cooled to room temperature and was diluted with EtOAc and 2:1H2O/NH4OH. The mixture was stirred for 10 minutes and was filtered through Celite. The aqueous layer was washed with EtOAc (2×). The organic solution was washed with 2:1H2O/NH4OH until t...